This data is from the Open Reaction Database (ORD), a public repository of structured organic reaction records. The task is: describe an organic reaction: reactants, conditions, products, and yield Starting materials: C1CC12[C@@H](CNCC2)O ((S)-6-aza-spiro[2.5]octan-4-ol), ClC=1C=C(C=CC1OC(F)(F)F)N1CCN(C(CC1)=O)CCCC(=O)O (4-[4-(3-chloro-4-trifluoromethoxy-phenyl)-7-oxo-[1,4]diazepan-1-yl]-butyric acid), ClC=1C=C(C=CC1OC(F)(F)F)N1CCN(C(CC1)=O)CCCC(=O)O (4-[4-(3-chloro-4-trifluoromethoxy-phenyl)-7-oxo-[1,4]diazepan-1-yl]-butyric acid). Product: Cl.C1CC12[C@@H](CNCC2)O ((S)-6-aza-spiro[2.5]octan-4-ol. hydrochloride), ClC=1C=C(C=CC1OC(F)(F)F)N1CCN(C(CC1)=O)CCCC(=O)N1C[C@H](C2(CC2)CC1)O (1-(3-Chloro-4-trifluoromethoxy-phenyl)-4-[4-((S)-4-hydroxy-6-aza-spiro[2.5]oct-6-yl)-4-oxo-butyl]-[1,4]diazepan-5-one). RXN SMILES: [Cl:1][C:2]1[CH:3]=[C:4]([N:13]2[CH2:19][CH2:18][C:17](=[O:20])[N:16]([CH2:21][CH2:22][CH2:23][C:24]([OH:26])=O)[CH2:15][CH2:14]2)[CH:5]=[CH:6][C:7]=1[O:8][C:9]([F:12])([F:11])[F:10].[CH2:27]1[C:29]2([CH2:34][CH2:33][NH:32][CH2:31][C@H:30]2[OH:35])[CH2:28]1>>[ClH:1].[CH2:28]1[C:29]2([CH2:34][CH2:33][NH:32][CH2:31][C@H:30]2[OH:35])[CH2:27]1.[Cl:1][C:2]1[CH:3]=[C:4]([N:13]2[CH2:19][CH2:18][C:17](=[O:20])[N:16]([CH2:21][CH2:22][CH2:23][C:24]([N:32]3[CH2:33][CH2:34][C:29]4([CH2:27][CH2:28]4)[C@H:30]([OH:35])[CH2:31]3)=[O:26])[CH2:15][CH2:14]2)[CH:5]=[CH:6][C:7]=1[O:8][C:9]([F:12])([F:10])[F:11] |f:2.3|. Procedure: In analogy to the procedure described for example 15, 4-[4-(3-chloro-4-trifluoromethoxy-phenyl)-7-oxo-[1,4]diazepan-1-yl]-butyric acid (intermediate 40) and (S)-6-aza-spiro[2.5]octan-4-ol; hydrochloride (intermediate 2) gave the title compound in 54% yield as light yellow oil. MS: 504.19 (MH+, Cl). Starting materials: COc1cc(C)c(S(=O)(=O)N2CCCC2COCC(=O)OC(C)(C)C)c(C)c1, ClCCl, O=C(O)C(F)(F)F. Product: COc1cc(C)c(S(=O)(=O)N2CCCC2COCC(=O)O)c(C)c1. Reaction SMILES: [CH3:1][O:2][c:3]1[cH:4][c:5]([CH3:28])[c:6]([S:10](=[O:11])(=[O:12])[N:13]2[CH:14]([CH2:18][O:19][CH2:20][C:21](=[O:22])[O:23][C:24]([CH3:25])([CH3:26])[CH3:27])[CH2:15][CH2:16][CH2:17]2)[c:7]([CH3:9])[cH:8]1.[Cl:36][CH2:37][Cl:38].[OH:29][C:30]([C:31]([F:32])([F:33])[F:34])=[O:35]>>[CH3:1][O:2][c:3]1[cH:4][c:5]([CH3:28])[c:6]([S:10](=[O:11])(=[O:12])[N:13]2[CH:14]([CH2:18][O:19][CH2:20][C:21](=[O:22])[OH:23])[CH2:15][CH2:16][CH2:17]2)[c:7]([CH3:9])[cH:8]1. The reactants are O (water), CS(=O)(=O)[C@@H]1[C@@H](C(N1)=O)NC(C1=CC=CC=C1)(C1=CC=CC=C1)C1=CC=CC=C1 ((3R,4R)-4-(Methylsulfonyl)-3-(triphenylmethylamino)azetidin-2-one), CC(CS)C (2-methyl-propanethiol). Reagents/catalysts: C(C)(=O)[O-].[Zn+2].C(C)(=O)[O-] (zinc acetate). Solvent: C1(=CC=CC=C1)C (toluene). Run at temperature 90 celsius. The product is C(C(C)C)S[C@@H]1[C@@H](C(N1)=O)NC(C1=CC=CC=C1)(C1=CC=CC=C1)C1=CC=CC=C1 ((3R,4R)-4(Isobutylthio)-3-(triphenylmethylamino)azetidin-2-one). RXN SMILES: [CH3:1][CH:2]([CH3:5])[CH2:3][SH:4].O.CS([C@H:11]1[NH:14][C:13](=[O:15])[C@H:12]1[NH:16][C:17]([C:30]1[CH:35]=[CH:34][CH:33]=[CH:32][CH:31]=1)([C:24]1[CH:29]=[CH:28][CH:27]=[CH:26][CH:25]=1)[C:18]1[CH:23]=[CH:22][CH:21]=[CH:20][CH:19]=1)(=O)=O>C1(C)C=CC=CC=1.C([O-])(=O)C.[Zn+2].C([O-])(=O)C>[CH2:3]([S:4][C@H:11]1[NH:14][C:13](=[O:15])[C@H:12]1[NH:16][C:17]([C:18]1[CH:23]=[CH:22][CH:21]=[CH:20][CH:19]=1)([C:30]1[CH:31]=[CH:32][CH:33]=[CH:34][CH:35]=1)[C:24]1[CH:25]=[CH:26][CH:27]=[CH:28][CH:29]=1)[CH:2]([CH3:5])[CH3:1] |f:4.5.6|. Reported procedure: A solution of zinc acetate (0.7 g, 3 mmol) in toluene (15 mL) and 2-methyl-propanethiol (0.72 g, 8 mmol) was refluxed for 45 min in an apparatus equipped with a Dean-Stark trap to azeotrope water. (3R,4R)-4-(Methylsulfonyl)-3-(triphenylmethylamino)azetidin-2-one (1.5 g, 36 mmol) was added and the mixture was heated to 90° C. for 2 h. The mixture was concentrated and the residue was triturated with ethyl acetate and the insoluble material was removed by filtration. The filtrate was concentrated a...